From a dataset of the Open Reaction Database (ORD), a public repository of structured organic reaction records. describe an organic reaction: reactants, conditions, products, and yield Starting materials: CC(C)(C)OC(=O)Nc1ccc(Oc2ccoc(=O)c2)c2ccccc12, Cl, C1COCCO1. Yields the product Cl, Nc1ccc(Oc2ccoc(=O)c2)c2ccccc12. As a reaction SMILES: [C:1]([O:2][C:3](=[O:4])[NH:7][c:8]1[cH:9][cH:10][c:11]([O:18][c:19]2[cH:20][c:21](=[O:25])[o:22][cH:23][cH:24]2)[c:12]2[cH:13][cH:14][cH:15][cH:16][c:17]12)([CH3:5])([CH3:6])[CH3:26].[ClH:27].[O:28]1[CH2:29][CH2:30][O:31][CH2:32][CH2:33]1>>[ClH:27].[NH2:7][c:8]1[cH:9][cH:10][c:11]([O:18][c:19]2[cH:20][c:21](=[O:25])[o:22][cH:23][cH:24]2)[c:12]2[cH:13][cH:14][cH:15][cH:16][c:17]12. The reactants are C(CCC)OC1=C(C(=NC(=C1)OCCCC)C(F)(F)F)C(=O)OCC (Ethyl 4,6-di-(n-butoxy)-2-(trifluoromethyl)-3-pyridinecarboxylate), [OH-].[K+] (KOH), CO (methanol). The solvent is O (water). The product is C(CCC)OC1=C(C(=NC(=C1)OCCCC)C(F)(F)F)C(=O)O (4,6-Dibutoxy-2-trifluoromethyl-3-pyridinecarboxylic acid). Isolated yield 89.7%. RXN SMILES: [CH2:1]([O:5][C:6]1[CH:11]=[C:10]([O:12][CH2:13][CH2:14][CH2:15][CH3:16])[N:9]=[C:8]([C:17]([F:20])([F:19])[F:18])[C:7]=1[C:21]([O:23]CC)=[O:22])[CH2:2][CH2:3][CH3:4].[OH-].[K+].CO>O>[CH2:1]([O:5][C:6]1[CH:11]=[C:10]([O:12][CH2:13][CH2:14][CH2:15][CH3:16])[N:9]=[C:8]([C:17]([F:20])([F:19])[F:18])[C:7]=1[C:21]([OH:23])=[O:22])[CH2:2][CH2:3][CH3:4] |f:1.2|. Reported procedure: A mixture of 25.6 g (0.0705 mol) of product of Example 5, 20 g of KOH and 250 ml of methanol was held at reflux for 16 hours. The reaction mixture was concentrated under reduced pressure to give a solid. This solid was dissolved in water (250 ml) and extracted with ether. Three layers were separated. The top layer (ether) was discarded. The bottom two layers were acidified with 100 ml of concentrated HCl. The organic layer was separated and extracted into ether. The ether extracts were dried and... Starting materials: CC(=O)c1ccc2cc(S(N)(=O)=O)sc2c1, CC(=O)[O-], CC(=O)O, [N-]=[N+]=[N-], [Na+], [Na+], O=S(=O)(O)O. The product is Nc1ccc2cc(S(N)(=O)=O)sc2c1. RXN SMILES: [C:1](=[O:2])([CH3:3])[c:4]1[cH:5][cH:6][c:7]2[c:8]([s:9][c:10]([S:12](=[O:13])(=[O:14])[NH2:15])[cH:11]2)[cH:16]1.[C:21]([O-:22])(=[O:23])[CH3:24].[CH3:26][C:27](=[O:28])[OH:29].[N-:18]=[N+:19]=[N-:20].[Na+:17].[Na+:25].[S:30](=[O:31])(=[O:32])([OH:33])[OH:34]>>[c:4]1([NH2:18])[cH:5][cH:6][c:7]2[c:8]([s:9][c:10]([S:12](=[O:13])(=[O:14])[NH2:15])[cH:11]2)[cH:16]1. The reactants are O=C(CC(=O)OCC)N(N)CC1=CC=CC=C1 (Ethyl 3-oxo-3-[1-(phenylmethyl)hydrazino]propanoate), [OH-].[Na+] (sodium hydroxide), Cl.Cl.C(C1=CC=CC=C1)NN (benzylhydrazine dihydrochloride), C([O-])([O-])=O.[K+].[K+] (potassium carbonate), CC(=O)C (acetone), ClC(CC(=O)OCC)=O (ethyl 3-chloro-3-oxopropionate), Cl (hydrochloric acid), N12CCCCCC2=NCCC1 (1,8-Diazabicyclo[5.4.0]undec-7-ene), S(=O)(=O)([O-])[O-].[Mg+2] (magnesium sulfate). Run in O (water), C(C)(=O)OCC (ethyl acetate). Conditions: time 0.5 hour. Yields the product OC1=C(C(N(N=C1C(C)C)CC1=CC=CC=C1)=O)C(=O)NCC(=O)O (N-{[5-Hydroxy-6-(1-methylethyl)-3-oxo-2-(phenylmethyl)-2,3-dihydro-4-pyridazinyl]carbonyl}glycine). Reaction SMILES: [O:1]=[C:2]([N:9]([CH2:11][C:12]1[CH:17]=[CH:16][CH:15]=[CH:14][CH:13]=1)[NH2:10])[CH2:3][C:4]([O:6]CC)=O.Cl.Cl.[CH2:20](NN)[C:21]1[CH:26]=[CH:25]C=C[CH:22]=1.[C:29](=[O:32])([O-])[O-:30].[K+].[K+].CC(C)=O.[OH-].[Na+].S([O-])([O-])(=O)=O.[Mg+2].[N:47]12[CH2:57]CCN=C1CCCCC2.ClC(=O)CC(OCC)=[O:62].Cl>O.C(OCC)(=O)C>[OH:62][C:25]1[C:26]([CH:21]([CH3:20])[CH3:22])=[N:10][N:9]([CH2:11][C:12]2[CH:13]=[CH:14][CH:15]=[CH:16][CH:17]=2)[C:2](=[O:1])[C:3]=1[C:4]([NH:47][CH2:57][C:29]([OH:30])=[O:32])=[O:6] |f:1.2.3,4.5.6,8.9,10.11|. Reported procedure: Ethyl 3-oxo-3-[1-(phenylmethyl)hydrazino]propanoate. A mixture of benzylhydrazine dihydrochloride (2.50 g, 12.8 mmol), potassium carbonate (1.77 g, 12.8 mmol), acetone (6.0 mL, 82 mmol) and ethyl acetate (30 mL) was stirred at room temperature while a solution of 1M aqueous sodium hydroxide (6.0 mL, 6.0 mmol) was added dropwise. After the addition, the mixture was stirred 0.5 h, then excess magnesium sulfate added and the mixture filtered. The filtrate was evaporated under reduced pressure and t...